This data is from the Open Reaction Database (ORD), a public repository of structured organic reaction records. The task is: describe an organic reaction: reactants, conditions, products, and yield The reactants are Nc1ncnc2oc(-c3ccccc3)c(Br)c12, CC(C)CCON=O, ClC(Cl)Cl, Cl, C1COCCO1, O. Yields the product Clc1ncnc2oc(-c3ccccc3)c(Br)c12. RXN SMILES: [Br:1][c:2]1[c:3](-[c:12]2[cH:13][cH:14][cH:15][cH:16][cH:17]2)[o:4][c:5]2[n:6][cH:7][n:8][c:9]([NH2:11])[c:10]12.[CH3:25][CH:26]([CH2:27][CH2:28][O:29][N:30]=[O:31])[CH3:32].[CH:33]([Cl:34])([Cl:35])[Cl:36].[ClH:18].[O:19]1[CH2:20][CH2:21][O:22][CH2:23][CH2:24]1.[OH2:37]>>[Br:1][c:2]1[c:3](-[c:12]2[cH:13][cH:14][cH:15][cH:16][cH:17]2)[o:4][c:5]2[n:6][cH:7][n:8][c:9]([Cl:18])[c:10]12.